Dataset: the Open Reaction Database (ORD), a public repository of structured organic reaction records. Task: describe an organic reaction: reactants, conditions, products, and yield The reactants are NC1(CCCCC1)OO (1-Aminocyclohexyl hydroperoxide), C(CCC)=O (butyraldehyde), C(C)(=O)O.N (ammonia acetate). Solvent: CO (methanol). Conditions: time 8 hour. Product: C1(CCCCC1)=O (cyclohexanone), C(CCC)=O (butyraldehyde). Reaction SMILES: N[C:2]1([O:8]O)[CH2:7][CH2:6][CH2:5][CH2:4][CH2:3]1.[CH:10](=[O:14])[CH2:11][CH2:12][CH3:13].C(O)(=O)C.N>CO>[C:2]1(=[O:8])[CH2:7][CH2:6][CH2:5][CH2:4][CH2:3]1.[CH:10](=[O:14])[CH2:11][CH2:12][CH3:13] |f:2.3|. Procedure details: 1-Aminocyclohexyl hydroperoxide (13.1 g.), butyraldehyde (7.2 g.), methanol (25 cc.) and ammonia acetate (1.0 g.) were mixed and stored at 0°C overnight. Working up as in Example 39 gave cyclohexanone and butyraldehyde, and a product (8.4 g.), b.p. 89°/0.3 mm. (peroxide equivalent, 204; pechloric acid equivalent, 206; which was identified as ##SPC37##